This data is from the Open Reaction Database (ORD), a public repository of structured organic reaction records. The task is: describe an organic reaction: reactants, conditions, products, and yield The reactants are C(=O)(Cl)Cl (phosgene), C(CCC)P(CCCC)(CCCC)=O (tri-n-butylphosphine oxide), C(=O)(Cl)Cl (phosgene), COC1=CC=C(C=C1)CCO (2-(4-methoxyphenyl)ethanol). Product: COC1=CC=C(C=C1)CCCl (2-(4-methoxyphenyl)ethyl chloride). As a reaction SMILES: [C:1]([Cl:4])(Cl)=O.C(P(=O)(CCCC)CCCC)CCC.[CH3:19][O:20][C:21]1[CH:26]=[CH:25][C:24]([CH2:27]CO)=[CH:23][CH:22]=1>>[CH3:19][O:20][C:21]1[CH:26]=[CH:25][C:24]([CH2:27][CH2:1][Cl:4])=[CH:23][CH:22]=1. Procedure details: 11 g (0.11 mole) of phosgene were added to 4.4 g (0.02 mole) of tri-n-butylphosphine oxide during the course of 15 minutes at a temperature of 80° C. The temperature was then held at 90°-100° C. while 108 g (1.09 moles) of phosgene and 152 g (1.00 mole) of 2-(4-methoxyphenyl)ethanol were added over 1 hour. To complete the reaction, the mixture was kept at this temperature for another hour. Starting materials: [O-]C#N.[K+] (potassium cyanate), [O-]C#N.[K+] (potassium cyanate), NC1=CC=C2C(OC(=O)C2=C1)CCCC (6-Amino-3-butyl-phthalide). Solvent: O (water), O (water), C(C)(=O)O (acetic acid), O (water). Run at temperature 55 celsius, time 1 hour. Product: C(CCC)C1OC(=O)C2=CC(=CC=C12)NC(=O)N (3-Butyl-6-ureido-phthalide). RXN SMILES: [NH2:1][C:2]1[CH:11]=[C:10]2[C:5]([CH:6]([CH2:12][CH2:13][CH2:14][CH3:15])[O:7][C:8]2=[O:9])=[CH:4][CH:3]=1.[O-:16][C:17]#[N:18].[K+]>C(O)(=O)C.O>[CH2:12]([CH:6]1[C:5]2[C:10](=[CH:11][C:2]([NH:1][C:17]([NH2:18])=[O:16])=[CH:3][CH:4]=2)[C:8](=[O:9])[O:7]1)[CH2:13][CH2:14][CH3:15] |f:1.2|. Procedure: To a solution of 8.27 g (0.04 mol) of the compound obtained in Example 4 in 39.4 ml of glacial acetic acid there are added, with sting, 25 ml of water, and to this solution there is slowly added a solution of 6.54 g of potassium cyanate in 10 ml of water. Once a white precipitate appears, the remaining potassium cyanate solution is added in one portion immediately. The mixture is warmed at 55° C., and stirred for 1 hour, then put aside at room temperature for 3 hours. 50 ml of water are added an... Reactants: ClCCl, CS(=O)(=O)Cl, O, c1ccncc1, Oc1ccc(-c2c3ccccc3cc3sc4ccccc4c23)cc1. The product is CS(=O)(=O)Oc1ccc(-c2c3ccccc3cc3sc4ccccc4c23)cc1. RXN SMILES: [CH2:31]([Cl:32])[Cl:33].[CH3:1][S:2](=[O:3])(=[O:4])[Cl:5].[OH2:30].[cH:34]1[cH:35][cH:36][n:37][cH:38][cH:39]1.[cH:6]1[cH:7][cH:8][cH:9][c:10]2[s:11][c:12]3[c:13]([c:14]12)[c:15](-[c:23]1[cH:24][cH:25][c:26]([OH:29])[cH:27][cH:28]1)[c:16]1[cH:17][cH:18][cH:19][cH:20][c:21]1[cH:22]3>>[CH3:1][S:2](=[O:3])(=[O:4])[O:29][c:26]1[cH:25][cH:24][c:23](-[c:15]2[c:13]3[c:12]([s:11][c:10]4[cH:9][cH:8][cH:7][cH:6][c:14]43)[cH:22][c:21]3[c:16]2[cH:17][cH:18][cH:19][cH:20]3)[cH:28][cH:27]1. Yields the product C(C)N1C2=CC=CC=C2C=2C=C(C=CC12)NC(C1=C(C=CC=C1)OC)=O (N-(9-ethyl-9H-carbazol-3-yl)-2-methoxybenzamide). Reported procedure: 3-Amino-9-ethylcarbazole (5.6 g; 0.027 mol) was reacted with 2-methoxybenzoyl chloride (4.35 ml; 0.029 mol) by working in a manner similar to that described in Example 4. As a reaction SMILES: [NH2:1][C:2]1[CH:3]=[CH:4][C:5]2[N:6]([CH2:15][CH3:16])[C:7]3[C:12]([C:13]=2[CH:14]=1)=[CH:11][CH:10]=[CH:9][CH:8]=3.[CH3:17][O:18][C:19]1[CH:27]=[CH:26][CH:25]=[CH:24][C:20]=1[C:21](Cl)=[O:22]>>[CH2:15]([N:6]1[C:5]2[CH:4]=[CH:3][C:2]([NH:1][C:21](=[O:22])[C:20]3[CH:24]=[CH:25][CH:26]=[CH:27][C:19]=3[O:18][CH3:17])=[CH:14][C:13]=2[C:12]2[C:7]1=[CH:8][CH:9]=[CH:10][CH:11]=2)[CH3:16]. The reactants are NC=1C=CC=2N(C3=CC=CC=C3C2C1)CC (3-Amino-9-ethylcarbazole), COC1=C(C(=O)Cl)C=CC=C1 (2-methoxybenzoyl chloride). Reactants: NC(=N)N (guanidine), C(CCC)NC (N-butyl-N-methylamine), C1(CCCCC1)N=C=NC1CCCCC1 (dicyclohexylcarbodiimide), C1(CCCCC1)N=C=NC1CCCCC1 (dicyclohexylcarbodiimide). Product: C(CCC)N(C(=NC1CCCCC1)NC1CCCCC1)C (1-butyl-2,3-dicyclohexyl-1-methyl guanidine). As a reaction SMILES: [CH2:1]([NH:5][CH3:6])[CH2:2][CH2:3][CH3:4].[CH:7]1([N:13]=[C:14]=[N:15][CH:16]2[CH2:21][CH2:20][CH2:19][CH2:18][CH2:17]2)[CH2:12][CH2:11][CH2:10][CH2:9][CH2:8]1.NC(N)=N>>[CH2:1]([N:5]([CH3:6])[C:14]([NH:13][CH:7]1[CH2:8][CH2:9][CH2:10][CH2:11][CH2:12]1)=[N:15][CH:16]1[CH2:21][CH2:20][CH2:19][CH2:18][CH2:17]1)[CH2:2][CH2:3][CH3:4]. Procedure details: A mixture of 17.78 g of N-butyl-N-methylamine (0.204 mol) and 21.05 g of dicyclohexylcarbodiimide (0.102 mol) is refluxed for 3 h. GC analysis then shows a conversion of greater than 99.50 of the dicyclohexylcarbodiimide. The colorless final mixture is concentrated at 60° C. under 1 mbar for 2 h so as to give 29.9 g of a colorless and virtually odorless liquid of medium viscosity, corresponding to the expected guanidine (yield 99.70). The reactants are COc1ccccc1N1CCNCC1, CN(Cc1cc(C(F)(F)F)cc(C(F)(F)F)c1)C1CC(C(=O)O)N(Cc2cccc(Cl)c2)C1. Product: COc1ccccc1N1CCN(C(=O)C2CC(N(C)Cc3cc(C(F)(F)F)cc(C(F)(F)F)c3)CN2Cc2cccc(Cl)c2)CC1. RXN SMILES: [CH3:34][O:35][c:36]1[c:37]([N:42]2[CH2:43][CH2:44][NH:45][CH2:46][CH2:47]2)[cH:38][cH:39][cH:40][cH:41]1.[F:1][C:2]([c:3]1[cH:4][c:5]([CH2:6][N:7]([CH:8]2[CH2:9][CH:10]([C:21](=[O:22])[OH:23])[N:11]([CH2:13][c:14]3[cH:15][c:16]([Cl:20])[cH:17][cH:18][cH:19]3)[CH2:12]2)[CH3:24])[cH:25][c:26]([C:28]([F:29])([F:30])[F:31])[cH:27]1)([F:32])[F:33]>>[F:1][C:2]([c:3]1[cH:4][c:5]([CH2:6][N:7]([CH:8]2[CH2:9][CH:10]([C:21](=[O:22])[N:45]3[CH2:44][CH2:43][N:42]([c:37]4[c:36]([O:35][CH3:34])[cH:41][cH:40][cH:39][cH:38]4)[CH2:47][CH2:46]3)[N:11]([CH2:13][c:14]3[cH:15][c:16]([Cl:20])[cH:17][cH:18][cH:19]3)[CH2:12]2)[CH3:24])[cH:25][c:26]([C:28]([F:29])([F:30])[F:31])[cH:27]1)([F:32])[F:33]. Reactants: O=C([O-])[O-], CCOC(C)=O, [Cs+], [Cs+], Cc1cc([N+](=O)[O-])ccc1F, CN(C)C=O, Oc1ccccc1. The product is Cc1cc([N+](=O)[O-])ccc1Oc1ccccc1. As a reaction SMILES: [C:19](=[O:20])([O-:21])[O-:22].[CH3:30][CH2:31][O:32][C:33]([CH3:34])=[O:35].[Cs+:23].[Cs+:24].[F:1][c:2]1[c:3]([CH3:11])[cH:4][c:5]([N+:8](=[O:9])[O-:10])[cH:6][cH:7]1.[O:25]=[CH:26][N:27]([CH3:28])[CH3:29].[OH:12][c:13]1[cH:14][cH:15][cH:16][cH:17][cH:18]1>>[c:2]1([O:12][c:13]2[cH:14][cH:15][cH:16][cH:17][cH:18]2)[c:3]([CH3:11])[cH:4][c:5]([N+:8](=[O:9])[O-:10])[cH:6][cH:7]1. Reactants: ClC1=NC=C(C=N1)I (2-chloro-5-iodopyrimidine), OC1=CC=C(OC(C=CCC)O)C=C1 (4-hydroxy-phenoxy-2-penten-1-ol), C([O-])([O-])=O.[K+].[K+] (potassium carbonate), C(C)#N (acetonitrile). Reaction conditions: time 1 hour. The product is IC=1C=NC(=NC1)OC1=CC=C(OC(C=CCO)C)C=C1 (4-(4-((5-iodo-2-pyrimidinyl)oxy)phenoxy)-2-penten-1-ol). As a reaction SMILES: Cl[C:2]1[N:7]=[CH:6][C:5]([I:8])=[CH:4][N:3]=1.[OH:9][C:10]1[CH:22]=[CH:21][C:13]([O:14][CH:15](O)[CH:16]=[CH:17]CC)=[CH:12][CH:11]=1.[C:23](=[O:26])([O-])[O-].[K+].[K+].[C:29](#N)C>>[I:8][C:5]1[CH:4]=[N:3][C:2]([O:9][C:10]2[CH:11]=[CH:12][C:13]([O:14][CH:15]([CH3:29])[CH:16]=[CH:17][CH2:23][OH:26])=[CH:21][CH:22]=2)=[N:7][CH:6]=1 |f:2.3.4|. Procedure details: A mixture of 1.68 g (7 mmol) of 2-chloro-5-iodopyrimidine, 1.55 g (8 mmol) of (E)-4-(4-hydroxy-phenoxy-2-penten-1-ol, 1.24 g (9 mmol) of powdered, anhydrous potassium carbonate and 35 ml of dry acetonitrile was stirred under nitrogen at reflux for a period of 3 hours. The mixture was cooled and filtered, and the filtered solid was thoroughly washed with ether. The filtrates were combined and evaporated to dryness, and the residue partitioned between ether and 1 percent aqueous sodium hydroxide. ... The reactants are O (H2O), ClC1=C(C=CC=C1)[N+](=O)[O-] (2-chloronitrobenzene), NCCN1CCN(CC1)C1=C(C=CC=C1)OC (1-(2-aminoethyl)-4-(2-methoxyphenyl)piperazine), C([O-])([O-])=O.[K+].[K+] (potassium carbonate). Run in C(CCC)O (n-butanol). Conditions: time 32 hour. Yields the product [N+](=O)([O-])C1=C(C=CC=C1)NCCN1CCN(CC1)C1=C(C=CC=C1)OC (1-[N-(2-nitrophenyl)-2-aminoethyl]-4-(2-methoxyphenyl)piperazine). Isolated yield 32.1%. RXN SMILES: Cl[C:2]1[CH:7]=[CH:6][CH:5]=[CH:4][C:3]=1[N+:8]([O-:10])=[O:9].[NH2:11][CH2:12][CH2:13][N:14]1[CH2:19][CH2:18][N:17]([C:20]2[CH:25]=[CH:24][CH:23]=[CH:22][C:21]=2[O:26][CH3:27])[CH2:16][CH2:15]1.C(=O)([O-])[O-].[K+].[K+].O>C(O)CCC>[N+:8]([C:3]1[CH:4]=[CH:5][CH:6]=[CH:7][C:2]=1[NH:11][CH2:12][CH2:13][N:14]1[CH2:15][CH2:16][N:17]([C:20]2[CH:25]=[CH:24][CH:23]=[CH:22][C:21]=2[O:26][CH3:27])[CH2:18][CH2:19]1)([O-:10])=[O:9] |f:2.3.4|. Reported procedure: A mixture of 3.03 g of 2-chloronitrobenzene, 4.52 g of 1-(2-aminoethyl)-4-(2-methoxyphenyl)piperazine, and 3.18 g of anhydrous potassium carbonate in 30 mL of n-butanol was stirred for 32 h at reflux. After cooling, the mixture was poured into H2O, then extracted with EtOAc and the organic phase dried on Na2SO4. The crude obtained by evaporating the solvent was purified by flash chromatography (EtOAc-petrolium ether 4:6) and the residue obtained after evaporation of the solvents was taken up wit... The product is Cc1cnnc(-c2cccc(Cl)c2)c1. RXN SMILES: [CH3:18][C:19](=[O:20])[OH:21].[Cl:1][c:2]1[n:3][n:4][c:5](-[c:9]2[cH:10][c:11]([Cl:15])[cH:12][cH:13][cH:14]2)[cH:6][c:7]1[CH3:8].[H:16][H:17]>>[cH:2]1[n:3][n:4][c:5](-[c:9]2[cH:10][c:11]([Cl:15])[cH:12][cH:13][cH:14]2)[cH:6][c:7]1[CH3:8]. Reactants: CC(=O)O, Cc1cc(-c2cccc(Cl)c2)nnc1Cl, [H][H].